From a dataset of the Open Reaction Database (ORD), a public repository of structured organic reaction records. describe an organic reaction: reactants, conditions, products, and yield Starting materials: ClCC\C=C/CC\C=C/C=C/CC ((Z,Z,E)-1-chloro-3,7,9-dodecatriene), Grignard reagent, Grignard reagent, BrCCCCl (1-bromo-3-chloropropane). The product is ClCCCCC\C=C/CC\C=C/C=C/CC ((Z,Z,E)-1-chloro-6,10,12-pentadecatriene). As a reaction SMILES: [Cl:1][CH2:2][CH2:3]/[CH:4]=[CH:5]\[CH2:6][CH2:7]/[CH:8]=[CH:9]\[CH:10]=[CH:11]\[CH2:12][CH3:13].Br[CH2:15][CH2:16][CH2:17]Cl>>[Cl:1][CH2:2][CH2:3][CH2:4][CH2:5][CH2:6]/[CH:7]=[CH:8]\[CH2:9][CH2:10]/[CH:11]=[CH:12]\[CH:13]=[CH:15]\[CH2:16][CH3:17]. Procedure: The (Z,Z,E)-1-chloro-3,7,9-dodecatriene (2) is converted into a corresponding Grignard reagent and then the Grignard reagent is reacted with 1-bromo-3-chloropropane to obtain (Z,Z,E)-1-chloro-6,10,12-pentadecatriene (3). Starting materials: CCCC[Sn](Cl)(CCCC)CCCC, C1CCOC1, [Cl-], [N-]=[N+]=NCCSc1ncn2ccsc12, [NH4+]. Product: CCCC[Sn](CCCC)(CCCC)c1cn2cnc(SCCN=[N+]=[N-])c2s1. RXN SMILES: [CH2:1]([CH2:2][CH2:3][CH3:4])[Sn:5]([CH2:6][CH2:7][CH2:8][CH3:9])([CH2:10][CH2:11][CH2:12][CH3:13])[Cl:14].[CH2:31]1[O:32][CH2:33][CH2:34][CH2:35]1.[Cl-:29].[N:15](=[N+:16]=[N-:17])[CH2:18][CH2:19][S:20][c:21]1[n:22][cH:23][n:24]2[c:25]1[s:26][cH:27][cH:28]2.[NH4+:30]>>[CH2:1]([CH2:2][CH2:3][CH3:4])[Sn:5]([CH2:6][CH2:7][CH2:8][CH3:9])([CH2:10][CH2:11][CH2:12][CH3:13])[c:27]1[s:26][c:25]2[c:21]([S:20][CH2:19][CH2:18][N:15]=[N+:16]=[N-:17])[n:22][cH:23][n:24]2[cH:28]1. Reactants: NC1=NC(=C(C(=N1)NCCCC)SC1=CC=C(C=C1)CC#N)C (2-(4-(2-Amino-4-(butylamino)-6-methylpyrimidin-5-ylthio)phenyl)acetonitrile), [OH-].[K+] (KOH), CCO (EtOH). The product is NC1=NC(=C(C(=N1)NCCCC)SC1=CC=C(C=C1)CC(=O)O)C (2-(4-(2-Amino-4-(butylamino)-6-methylpyrimidin-5-ylthio)phenyl)acetic acid). RXN SMILES: [NH2:1][C:2]1[N:7]=[C:6]([NH:8][CH2:9][CH2:10][CH2:11][CH3:12])[C:5]([S:13][C:14]2[CH:19]=[CH:18][C:17](CC#N)=[CH:16][CH:15]=2)=[C:4]([CH3:23])[N:3]=1.[OH-:24].[K+].[CH3:26][CH2:27][OH:28]>>[NH2:1][C:2]1[N:7]=[C:6]([NH:8][CH2:9][CH2:10][CH2:11][CH3:12])[C:5]([S:13][C:14]2[CH:19]=[CH:18][C:17]([CH2:26][C:27]([OH:24])=[O:28])=[CH:16][CH:15]=2)=[C:4]([CH3:23])[N:3]=1 |f:1.2|. Procedure: A mixture of the product from step (v) (610 mg) and aq. 5M KOH (2 ml) in EtOH (8 ml) was heated under reflux for 18 h. The mixture was purified by RPHPLC to give the subtitle compound as a solid, 392 mg. The reactants are CCCCCSc1cccc(-c2nc(=O)c3ccccc3s2)n1, ClC(Cl)Cl, O=C(OO)c1cccc(Cl)c1. Yields the product CCCCCS(=O)c1cccc(-c2nc(=O)c3ccccc3s2)n1. Reaction SMILES: [CH2:1]([CH2:2][CH2:3][CH2:4][CH3:5])[S:6][c:7]1[cH:8][cH:9][cH:10][c:11](-[c:13]2[s:14][c:15]3[c:16]([c:17](=[O:19])[n:18]2)[cH:20][cH:21][cH:22][cH:23]3)[n:12]1.[CH:35]([Cl:36])([Cl:37])[Cl:38].[OH:24][O:25][C:26]([c:27]1[cH:28][c:29]([Cl:30])[cH:31][cH:32][cH:33]1)=[O:34]>>[CH2:1]([CH2:2][CH2:3][CH2:4][CH3:5])[S:6]([c:7]1[cH:8][cH:9][cH:10][c:11](-[c:13]2[s:14][c:15]3[c:16]([c:17](=[O:19])[n:18]2)[cH:20][cH:21][cH:22][cH:23]3)[n:12]1)=[O:24]. The reactants are BrC=1C=CC(=NC1)OC1CCC(CC1)C(=O)N1CCN(CC1)C(C)C ([4-(5-bromo-pyridin-2-yloxy)-cyclohexyl]-(4-isopropyl-piperazin-1-yl)-methanone), FC=1C=C(C=CC1F)B(O)O (3,4-difluorophenylboronic acid), C([O-])([O-])=O.[Na+].[Na+] (sodium carbonate), C1(=CC=CC=C1)C (toluene). Reagents/catalysts: C=1C=CC(=CC1)[P](C=2C=CC=CC2)(C=3C=CC=CC3)[Pd]([P](C=4C=CC=CC4)(C=5C=CC=CC5)C=6C=CC=CC6)([P](C=7C=CC=CC7)(C=8C=CC=CC8)C=9C=CC=CC9)[P](C=1C=CC=CC1)(C=1C=CC=CC1)C=1C=CC=CC1 (tetrakis(triphenylphosphine)palladium). The solvent is CCOC(=O)C (AcOEt), O (water). Yields the product FC=1C=C(C=CC1F)C=1C=CC(=NC1)O[C@@H]1CC[C@H](CC1)C(=O)N1CCN(CC1)C(C)C (trans-{4-[5-(3,4-Difluoro-phenyl)-pyridin-2-yloxy]-cyclohexyl}-(4-isopropyl-piperazin-1-yl)-methanone). Isolated yield 17.1%. As a reaction SMILES: Br[C:2]1[CH:3]=[CH:4][C:5]([O:8][CH:9]2[CH2:14][CH2:13][CH:12]([C:15]([N:17]3[CH2:22][CH2:21][N:20]([CH:23]([CH3:25])[CH3:24])[CH2:19][CH2:18]3)=[O:16])[CH2:11][CH2:10]2)=[N:6][CH:7]=1.[F:26][C:27]1[CH:28]=[C:29](B(O)O)[CH:30]=[CH:31][C:32]=1[F:33].C(=O)([O-])[O-].[Na+].[Na+].C1(C)C=CC=CC=1>CCOC(C)=O.C1C=CC([P]([Pd]([P](C2C=CC=CC=2)(C2C=CC=CC=2)C2C=CC=CC=2)([P](C2C=CC=CC=2)(C2C=CC=CC=2)C2C=CC=CC=2)[P](C2C=CC=CC=2)(C2C=CC=CC=2)C2C=CC=CC=2)(C2C=CC=CC=2)C2C=CC=CC=2)=CC=1.O>[F:26][C:27]1[CH:28]=[C:29]([C:2]2[CH:3]=[CH:4][C:5]([O:8][C@H:9]3[CH2:14][CH2:13][C@H:12]([C:15]([N:17]4[CH2:22][CH2:21][N:20]([CH:23]([CH3:25])[CH3:24])[CH2:19][CH2:18]4)=[O:16])[CH2:11][CH2:10]3)=[N:6][CH:7]=2)[CH:30]=[CH:31][C:32]=1[F:33] |f:2.3.4,^1:59,61,80,99|. Procedure details: A mixture of 120 mg (0.29 mmol) of [4-(5-bromo-pyridin-2-yloxy)-cyclohexyl]-(4-isopropyl-piperazin-1-yl)-methanone, 69 mg (0.44 mmol) of 3,4-difluorophenylboronic acid, 34 mg (0.03 mmol) of tetrakis(triphenylphosphine)palladium, and 93 mg (0.88 mmol) of sodium carbonate, 1.5 ml of toluene and 0.5 ml of water was refluxed for 5 hr under Ar. The mixture was diluted with AcOEt, washed with saturated NaHCO3 solution and brine, dried over MgSO4, and evaporated. The residue was purified by column chro... Reactants: NC1=CC=CC=C1 (aniline), NC(=O)N (urea), C12CN(CC(CC1)O2)C2=C1C(=NC(=N2)C2=CC=C(C=C2)NC(=O)NCC)N(N=C1)C1CCN(CC1)C(=O)OCC (ethyl 4-(4-(8-oxa-3-azabicyclo[3.2.1]octan-3-yl)-6-(4-(3-ethylureido)phenyl)-1H-pyrazolo[3,4-d]pyrimidin-1-yl)piperidine-1-carboxylate), N1(CCCC1)CCOC1=CC=C(N)C=C1 (4-(2-(pyrrolidin-1-yl)ethoxy)aniline). The product is C12COCC(CC1)N2C2=C1C(=NC(=N2)C2=CC=C(C=C2)NC(=O)NC2=CC=C(C=C2)OCCN2CCCC2)N(N=C1)CC (1-(4-(4-(3-oxa-8-azabicyclo[3.2.1]octan-8-yl)-1-ethyl-1H-pyrazolo[3,4-d]pyrimidin-6-yl)phenyl)-3-(4-(2-(pyrrolidin-1-yl)ethoxy)phenyl)urea). As a reaction SMILES: NC(N)=O.[CH:5]12[O:12][CH:9](CC1)[CH2:8][N:7]([C:13]1[N:18]=[C:17]([C:19]3[CH:24]=[CH:23][C:22]([NH:25][C:26]([NH:28][CH2:29][CH3:30])=[O:27])=[CH:21][CH:20]=3)[N:16]=[C:15]3[N:31]([CH:34]4CCN(C(OCC)=O)C[CH2:35]4)[N:32]=[CH:33][C:14]=13)[CH2:6]2.[N:45]1([CH2:50][CH2:51][O:52][C:53]2[CH:59]=CC(N)=[CH:55][CH:54]=2)[CH2:49][CH2:48][CH2:47][CH2:46]1.N[C:61]1C=CC=C[CH:62]=1>>[CH:8]12[N:7]([C:13]3[N:18]=[C:17]([C:19]4[CH:20]=[CH:21][C:22]([NH:25][C:26]([NH:28][C:29]5[CH:30]=[CH:59][C:53]([O:52][CH2:51][CH2:50][N:45]6[CH2:49][CH2:48][CH2:47][CH2:46]6)=[CH:54][CH:55]=5)=[O:27])=[CH:23][CH:24]=4)[N:16]=[C:15]4[N:31]([CH2:34][CH3:35])[N:32]=[CH:33][C:14]=34)[CH:6]([CH2:61][CH2:62]1)[CH2:5][O:12][CH2:9]2. Procedure: A urea formation procedure similar to that used for the synthesis of ethyl 4-(4-(8-oxa-3-azabicyclo[3.2.1]octan-3-yl)-6-(4-(3-ethylureido)phenyl)-1H-pyrazolo[3,4-d]pyrimidin-1-yl)piperidine-1-carboxylate is used, utilizing 4-(2-(pyrrolidin-1-yl)ethoxy)aniline as the aniline component. (50%, MS=583.5 (M+H)) Starting materials: ClC1=C(C=C(C=N1)C1=CC2=C(N=C(S2)N)C=C1)N(C)C (6-(6-chloro-5-(dimethylamino)pyridin-3-yl)benzo[d]thiazol-2-amine), O(C1=CC=CC=C1)CC(=O)Cl (2-phenoxyacetyl chloride), O(C1=CC=CC=C1)CC(=O)Cl (2-phenoxyacetyl chloride). Solvent: N1=CC=CC=C1 (pyridine), C(Cl)Cl (DCM). Yields the product ClC1=C(C=C(C=N1)C1=CC2=C(N=C(S2)NC(COC2=CC=CC=C2)=O)C=C1)N(C)C (N-(6-(6-chloro-5-(dimethylamino)pyridin-3-yl)benzo[d]thiazol-2-yl)-2-phenoxyacetamide). As a reaction SMILES: [Cl:1][C:2]1[N:7]=[CH:6][C:5]([C:8]2[CH:17]=[CH:16][C:11]3[N:12]=[C:13]([NH2:15])[S:14][C:10]=3[CH:9]=2)=[CH:4][C:3]=1[N:18]([CH3:20])[CH3:19].[O:21]([CH2:28][C:29](Cl)=[O:30])[C:22]1[CH:27]=[CH:26][CH:25]=[CH:24][CH:23]=1>N1C=CC=CC=1.C(Cl)Cl>[Cl:1][C:2]1[N:7]=[CH:6][C:5]([C:8]2[CH:17]=[CH:16][C:11]3[N:12]=[C:13]([NH:15][C:29](=[O:30])[CH2:28][O:21][C:22]4[CH:27]=[CH:26][CH:25]=[CH:24][CH:23]=4)[S:14][C:10]=3[CH:9]=2)=[CH:4][C:3]=1[N:18]([CH3:20])[CH3:19]. Procedure: To a mixture of 6-(6-chloro-5-(dimethylamino)pyridin-3-yl)benzo[d]thiazol-2-amine (100 mg, 328 μmol) in pyridine (0.3 mL) and DCM (2 mL) was added 2-phenoxyacetyl chloride (150 μl, 1086 μmol). A clear solution formed. More 2-phenoxyacetyl chloride (150 μl, 1086 μmol) was added until the reaction was complete. The DCM was evaporated and the mixture was diluted with EtOAc (10 mL). The mixture was filtered, washed with EtOAc, H2O (3×5 mL) and dried in air to give a gray powder. MS (ESI, POS. ION) M... Starting materials: CN(C)C=O, [Na], O, C[Si](C)(CCl)c1ccc(-c2ccccc2)cc1, c1nc[nH]n1. Yields the product C[Si](C)(Cn1cncn1)c1ccc(-c2ccccc2)cc1. RXN SMILES: [CH3:24][N:25]([CH3:26])[CH:27]=[O:28].[Na:18].[OH2:29].[c:1]1(-[c:12]2[cH:13][cH:14][cH:15][cH:16][cH:17]2)[cH:2][cH:3][c:4]([Si:7]([CH3:8])([CH3:9])[CH2:10][Cl:11])[cH:5][cH:6]1.[nH:19]1[n:20][cH:21][n:22][cH:23]1>>[c:1]1(-[c:12]2[cH:13][cH:14][cH:15][cH:16][cH:17]2)[cH:2][cH:3][c:4]([Si:7]([CH3:8])([CH3:9])[CH2:10][n:19]2[n:20][cH:21][n:22][cH:23]2)[cH:5][cH:6]1. The reactants are ClCc1c(Cl)cncc1Cl, CN(C)C(=O)OCc1cnc(N)c(Cl)c1CO, O=S(Cl)Cl. Product: CN(C)C(=O)OCc1cnc(N)c(Cl)c1CCl. RXN SMILES: [Cl:22][c:23]1[cH:24][n:25][cH:26][c:27]([Cl:28])[c:29]1[CH2:30][Cl:31].[NH2:1][c:2]1[c:3]([Cl:17])[c:4]([CH2:15][OH:16])[c:5]([CH2:8][O:9][C:10]([N:11]([CH3:12])[CH3:13])=[O:14])[cH:6][n:7]1.[S:18]([Cl:19])([Cl:20])=[O:21]>>[NH2:1][c:2]1[c:3]([Cl:17])[c:4]([CH2:15][Cl:20])[c:5]([CH2:8][O:9][C:10]([N:11]([CH3:12])[CH3:13])=[O:14])[cH:6][n:7]1.